This data is from the Open Reaction Database (ORD), a public repository of structured organic reaction records. The task is: describe an organic reaction: reactants, conditions, products, and yield The reactants are ClC1=CC=C(C=C1)C=1C=C2C(=C(C(N(C2=NC1C1=C(C=C(C=C1)Cl)Cl)CC(C)C)=O)C)NC(C)=O (N-[6-(4-chlorophenyl)-7-(2,4-dichlorophenyl)-1-isobutyl-3-methyl-2-oxo-1,2-dihydro-1,8-naphthyridin-4-yl]acetamide), IC (iodomethane). Yields the product ClC1=CC=C(C=C1)C=1C=C2C(=C(C(N(C2=NC1C1=C(C=C(C=C1)Cl)Cl)CC(C)C)=O)C)N(C(C)=O)C (N-[6-(4-chlorophenyl)-7-(2,4-dichlorophenyl)-1-isobutyl-3-methyl-2-oxo-1,2-dihydro-1,8-naphthyridin-4-yl]-N-methylacetamide). As a reaction SMILES: [Cl:1][C:2]1[CH:7]=[CH:6][C:5]([C:8]2[CH:9]=[C:10]3[C:15](=[N:16][C:17]=2[C:18]2[CH:23]=[CH:22][C:21]([Cl:24])=[CH:20][C:19]=2[Cl:25])[N:14]([CH2:26][CH:27]([CH3:29])[CH3:28])[C:13](=[O:30])[C:12]([CH3:31])=[C:11]3[NH:32][C:33](=[O:35])[CH3:34])=[CH:4][CH:3]=1.I[CH3:37]>>[Cl:1][C:2]1[CH:7]=[CH:6][C:5]([C:8]2[CH:9]=[C:10]3[C:15](=[N:16][C:17]=2[C:18]2[CH:23]=[CH:22][C:21]([Cl:24])=[CH:20][C:19]=2[Cl:25])[N:14]([CH2:26][CH:27]([CH3:28])[CH3:29])[C:13](=[O:30])[C:12]([CH3:31])=[C:11]3[N:32]([CH3:37])[C:33](=[O:35])[CH3:34])=[CH:4][CH:3]=1. Procedure: Using the general procedure of EXAMPLE 12 the product of EXAMPLE 43 was reacted with iodomethane to afford the title compound. HPLC/MS: 542.2 (M+1), 544.2 (M+3); Rt=4.40 min. Reactants: [BH4-], CC(=O)c1ccc(-c2ccc(C#N)cc2)o1, [Na+], C1COCCO1, O. Product: CC(O)c1ccc(-c2ccc(C#N)cc2)o1. Reaction SMILES: [BH4-:17].[C:1]([CH3:2])(=[O:3])[c:4]1[cH:5][cH:6][c:7](-[c:9]2[cH:10][cH:11][c:12]([C:13]#[N:14])[cH:15][cH:16]2)[o:8]1.[Na+:18].[O:20]1[CH2:21][CH2:22][O:23][CH2:24][CH2:25]1.[OH2:19]>>[CH:1]([CH3:2])([OH:3])[c:4]1[cH:5][cH:6][c:7](-[c:9]2[cH:10][cH:11][c:12]([C:13]#[N:14])[cH:15][cH:16]2)[o:8]1.